This data is from the Open Reaction Database (ORD), a public repository of structured organic reaction records. The task is: describe an organic reaction: reactants, conditions, products, and yield Reactants: [Cl-].[NH4+] (ammonium chloride), C(C(=O)Cl)(=O)Cl (Oxalyl chloride), C(C)OC(=O)C1=C(C2=C(N(C1=O)CC1=CC=CC=C1)SC=C2)O (7-benzyl-4-hydroxy-6-oxo-6,7-dihydro-thieno[2,3-b]pyridine-5-carboxylic acid ethyl ester), N1(CCNCC1)C(=O)C=1SC=CC1 (Piperazin-1-yl-thiophen-2-yl-methanone), C1CN2CCN1CC2 (DABCO). Solvent: CN(C)C=O (DMF), [Cl-].[Na+].O (brine), CN(C)C=O (DMF), O (water). Conditions: temperature -45 celsius. The product is C(C)OC(=O)C1=C(C2=C(N(C1=O)CC1=CC=CC=C1)SC=C2)N2CCN(CC2)C(=O)C=2SC=CC2 (7-benzyl-6-oxo-4-[4-(thiophene-2-carbonyl)-piperazin-1-yl]-6,7-dihydro-thieno[2,3-b]pyridine-5-carboxylic acid ethyl ester). The yield is 21.0%. As a reaction SMILES: C(Cl)(=O)C(Cl)=O.[CH2:7]([O:9][C:10]([C:12]1[C:17](=[O:18])[N:16]([CH2:19][C:20]2[CH:25]=[CH:24][CH:23]=[CH:22][CH:21]=2)[C:15]2[S:26][CH:27]=[CH:28][C:14]=2[C:13]=1O)=[O:11])[CH3:8].[N:30]1([C:36]([C:38]2[S:39][CH:40]=[CH:41][CH:42]=2)=[O:37])[CH2:35][CH2:34][NH:33][CH2:32][CH2:31]1.C1N2CCN(CC2)C1.[Cl-].[NH4+]>CN(C=O)C.[Cl-].[Na+].O.O>[CH2:7]([O:9][C:10]([C:12]1[C:17](=[O:18])[N:16]([CH2:19][C:20]2[CH:25]=[CH:24][CH:23]=[CH:22][CH:21]=2)[C:15]2[S:26][CH:27]=[CH:28][C:14]=2[C:13]=1[N:33]1[CH2:34][CH2:35][N:30]([C:36]([C:38]2[S:39][CH:40]=[CH:41][CH:42]=2)=[O:37])[CH2:31][CH2:32]1)=[O:11])[CH3:8] |f:4.5,7.8.9|. Reported procedure: Oxalyl chloride (0.66 mL, 0.008 mol) was added slowly to a solution of 7-benzyl-4-hydroxy-6-oxo-6,7-dihydro-thieno[2,3-b]pyridine-5-carboxylic acid ethyl ester (60) (1.0 g, 0.003 mol) in 25 mL anhydrous DMF stirred at −45° C. under argon. The solution was heated to 70° C. for 4 hours, and then poured into water. A small amount of brine was added, and the precipitated solid was collected by vacuum filtration. The oily solid was dissolved in dichloromethane, dried with magnesium sulfate, and then ... Reactants: [BH4-], COc1ccc(C(C#N)(CCC=O)C(C)C)cc1OC, COc1ccc(OCCN)cc1, CCO, [Na+]. The product is COc1ccc(OCCNCCCC(C#N)(c2ccc(OC)c(OC)c2)C(C)C)cc1. Reaction SMILES: [BH4-:33].[C:1](#[N:2])[C:3]([CH2:4][CH2:5][CH:6]=[O:7])([c:8]1[cH:9][c:10]([O:16][CH3:17])[c:11]([O:14][CH3:15])[cH:12][cH:13]1)[CH:18]([CH3:19])[CH3:20].[CH3:21][O:22][c:23]1[cH:24][cH:25][c:26]([O:27][CH2:28][CH2:29][NH2:30])[cH:31][cH:32]1.[CH3:35][CH2:36][OH:37].[Na+:34]>>[C:1](#[N:2])[C:3]([CH2:4][CH2:5][CH2:6][NH:30][CH2:29][CH2:28][O:27][c:26]1[cH:25][cH:24][c:23]([O:22][CH3:21])[cH:32][cH:31]1)([c:8]1[cH:9][c:10]([O:16][CH3:17])[c:11]([O:14][CH3:15])[cH:12][cH:13]1)[CH:18]([CH3:19])[CH3:20].